This data is from the Open Reaction Database (ORD), a public repository of structured organic reaction records. The task is: describe an organic reaction: reactants, conditions, products, and yield Starting materials: ice, FC(C(=O)C1=C(C=CC(=C1)C(O)C1=CC=C(C=C1)F)F)(F)F (2,2,2-trifluoro-1-(2-fluoro-5-((4-fluorophenyl)(hydroxy)methyl)phenyl)ethanone), FC(C(=O)C1=C(C=CC(=C1)C(O)C1=CC=C(C=C1)F)F)(F)F (2,2,2-trifluoro-1-(2-fluoro-5-((4-fluorophenyl)(hydroxy)methyl)phenyl)ethanone), CC1(CCCC(N1[O])(C)C)C (TEMPO), [K+].[Br-] (KBr), C(=O)(O)[O-].[Na+] (NaHCO3), [O-]Cl.[Na+] (NaOCl). Run in C(Cl)Cl (DCM). Yields the product FC(C(=O)C1=C(C=CC(=C1)C(C1=CC=C(C=C1)F)=O)F)(F)F (2,2,2-Trifluoro-1-(2-fluoro-5-(4-fluorobenzoyl)phenyl)ethanone). As a reaction SMILES: [F:1][C:2]([F:22])([F:21])[C:3]([C:5]1[CH:10]=[C:9]([CH:11]([C:13]2[CH:18]=[CH:17][C:16]([F:19])=[CH:15][CH:14]=2)[OH:12])[CH:8]=[CH:7][C:6]=1[F:20])=[O:4].CC1(C)N([O])C(C)(C)CCC1.[K+].[Br-].C([O-])(O)=O.[Na+].[O-]Cl.[Na+]>C(Cl)Cl>[F:22][C:2]([F:1])([F:21])[C:3]([C:5]1[CH:10]=[C:9]([C:11](=[O:12])[C:13]2[CH:18]=[CH:17][C:16]([F:19])=[CH:15][CH:14]=2)[CH:8]=[CH:7][C:6]=1[F:20])=[O:4] |f:2.3,4.5,6.7,^1:26|. Procedure details: A homogeneous yellow solution of crude 2,2,2-trifluoro-1-(2-fluoro-5-((4-fluorophenyl)(hydroxy)methyl)phenyl)ethanone (1.15 g, 3.64 mmol, Intermediate 35: step b) and TEMPO (18.4 mg, 0.118 mmol) in DCM (7.3 mL) was stirred on an ice bath while a solution of aqueous KBr (43 mg, 0.36 mmol) in 1 M aqueous NaHCO3 (1.27 mL, 1.27 mmol) was added in one portion. NaOCl [4.6 mL, 0.89 M (6.15% w/w Clorox bleach), 4.1 mmol] was then added dropwise over 5 minutes to the homogeneous bilayer. After 20 minutes...